The task is: describe an organic reaction: reactants, conditions, products, and yield. This data is from the Open Reaction Database (ORD), a public repository of structured organic reaction records. The reactants are C(=O)[O-] (formate), CC12CCCC(CC1)(C2O)C (1,5-dimethylbicyclo [3,2,1] octan-8-ol), OS(=O)(=O)O (H2SO4), CrO3. Reagents/catalysts: [Cl-].C(CCC)[N+](CCCC)(CCCC)CCCC (tetrabutylammonium chloride). The solvent is CC(=O)C (acetone), ice water, O (water). The product is CC12CCCC(CC1)(C2=O)C (1,5-dimethylbicyclo [3,2,1] octan-8-one). RXN SMILES: OS(O)(=O)=O.C([O-])=O.[CH3:9][C:10]12[CH:17]([OH:18])[C:14]([CH3:19])([CH2:15][CH2:16]1)[CH2:13][CH2:12][CH2:11]2>O.[Cl-].C([N+](CCCC)(CCCC)CCCC)CCC.CC(C)=O>[CH3:19][C:14]12[C:17](=[O:18])[C:10]([CH3:9])([CH2:16][CH2:15]1)[CH2:11][CH2:12][CH2:13]2 |f:4.5|. Procedure details: A quantity of 56 ml of 98% H2SO4 was added dropwise with stirring and cooling to a solution of 67 g of CrO3 (0.67 mol) in 100 ml of ice water. The mixture was diluted with water to a total volume of 200 ml. The solution obtained was added with stirring to a solution of 54.6 g (0.32 mol) of the formate of 1,5-dimethylbicyclo [3,2,1] octan-8-ol and 0.5 g of tetrabutylammonium chloride in 120 ml of acetone at such a rate that the temperature of the reaction mixture was 35°-40° C. The mixture was st... Starting materials: CC(C)(C)OC(=O)N1CCNCC1, CCO, CCN(C(C)C)C(C)C, Clc1ncnc2nc[nH]c12. Product: CC(C)(C)OC(=O)N1CCN(c2ncnc3[nH]cnc23)CC1. RXN SMILES: [C:20]([CH3:21])([CH3:22])([CH3:23])[O:24][C:25](=[O:26])[N:27]1[CH2:28][CH2:29][NH:30][CH2:31][CH2:32]1.[CH3:33][CH2:34][OH:35].[CH:11]([N:12]([CH:13]([CH3:14])[CH3:15])[CH2:16][CH3:17])([CH3:18])[CH3:19].[Cl:1][c:2]1[c:3]2[nH:4][cH:5][n:6][c:7]2[n:8][cH:9][n:10]1>>[c:2]1([N:30]2[CH2:29][CH2:28][N:27]([C:25]([O:24][C:20]([CH3:21])([CH3:22])[CH3:23])=[O:26])[CH2:32][CH2:31]2)[c:3]2[n:4][cH:5][nH:6][c:7]2[n:8][cH:9][n:10]1. The reactants are CO, CC(C)OC(=O)c1c(C(=O)NCc2ccc(F)c(F)c2)c2ccc(OC(C)C)cc2n1Cc1ccccn1, [Na+], [OH-]. Yields the product CC(C)Oc1ccc2c(C(=O)NCc3ccc(F)c(F)c3)c(C(=O)O)n(Cc3ccccn3)c2c1. Reaction SMILES: [CH3:41][OH:42].[F:1][c:2]1[cH:3][c:4]([CH2:5][NH:6][C:7](=[O:8])[c:9]2[c:10]([C:29](=[O:30])[O:31][CH:32]([CH3:33])[CH3:34])[n:11]([CH2:22][c:23]3[n:24][cH:25][cH:26][cH:27][cH:28]3)[c:12]3[cH:13][c:14]([O:18][CH:19]([CH3:20])[CH3:21])[cH:15][cH:16][c:17]23)[cH:35][cH:36][c:37]1[F:38].[Na+:40].[OH-:39]>>[F:1][c:2]1[cH:3][c:4]([CH2:5][NH:6][C:7](=[O:8])[c:9]2[c:10]([C:29](=[O:30])[OH:31])[n:11]([CH2:22][c:23]3[n:24][cH:25][cH:26][cH:27][cH:28]3)[c:12]3[cH:13][c:14]([O:18][CH:19]([CH3:20])[CH3:21])[cH:15][cH:16][c:17]23)[cH:35][cH:36][c:37]1[F:38]. Reactants: C(=C)[Si](Cl)(C)C (vinyldimethylchlorosilane), C(C=C)[SiH](Cl)Cl (allyldichlorosilane). Reagents/catalysts: [H+].[H+].Cl[Pt-2](Cl)(Cl)(Cl)(Cl)Cl (chloroplatinic acid). Run in C(C)(C)O (isopropanol). Yields the product C[Si](CC[Si](CC=C)(Cl)Cl)(C)Cl (7-methyl-4,4,7-trichloro-4,7-disila-1-octene). Yield: 88.4%. RXN SMILES: [CH:1]([Si:3]([CH3:6])([CH3:5])[Cl:4])=[CH2:2].[CH2:7]([SiH:10]([Cl:12])[Cl:11])[CH:8]=[CH2:9]>C(O)(C)C.[H+].[H+].Cl[Pt-2](Cl)(Cl)(Cl)(Cl)Cl>[CH3:5][Si:3]([Cl:4])([CH3:6])[CH2:1][CH2:2][Si:10]([Cl:12])([Cl:11])[CH2:7][CH:8]=[CH2:9] |f:3.4.5|. Procedure: Using the same apparatus and procedure described in EXAMPLE 1, 25.3 g (0.21 mol) of vinyldimethylchlorosilane and 50 μl of 1% chloroplatinic acid in isopropanol were added to the flask. Through the dropping funnel was added dropwise 10 g (0.07 mol) of allyldichlorosilane for 30 rain at 80° C. and the solution was further reacted for 2 hrs to complete the reaction. Vacuum distillation (48°-52° C./0.5 torr) of the product mixture gave 16.2 g (89%) of 7-methyl-4,4,7-trichloro-4,7-disila-1-octene. Starting materials: O=c1c2ccc(CBr)cc2on1C(c1ccccc1)(c1ccccc1)c1ccccc1, CCNCC, ClCCl, CN(C)C=O, CCOC(C)=O, O. Yields the product CCN(CC)Cc1ccc2c(=O)n(C(c3ccccc3)(c3ccccc3)c3ccccc3)oc2c1. As a reaction SMILES: [Br:1][CH2:2][c:3]1[cH:4][c:5]2[c:6]([c:7](=[O:29])[n:8]([C:10]([c:11]3[cH:12][cH:13][cH:14][cH:15][cH:16]3)([c:17]3[cH:18][cH:19][cH:20][cH:21][cH:22]3)[c:23]3[cH:24][cH:25][cH:26][cH:27][cH:28]3)[o:9]2)[cH:30][cH:31]1.[CH2:32]([CH3:33])[NH:34][CH2:35][CH3:36].[CH2:49]([Cl:50])[Cl:51].[CH3:37][N:38]([CH3:39])[CH:40]=[O:41].[CH3:42][CH2:43][O:44][C:45](=[O:46])[CH3:47].[OH2:48]>>[CH2:2]([c:3]1[cH:4][c:5]2[c:6]([c:7](=[O:29])[n:8]([C:10]([c:11]3[cH:12][cH:13][cH:14][cH:15][cH:16]3)([c:17]3[cH:18][cH:19][cH:20][cH:21][cH:22]3)[c:23]3[cH:24][cH:25][cH:26][cH:27][cH:28]3)[o:9]2)[cH:30][cH:31]1)[N:34]([CH2:32][CH3:33])[CH2:35][CH3:36].